From a dataset of the Open Reaction Database (ORD), a public repository of structured organic reaction records. describe an organic reaction: reactants, conditions, products, and yield Starting materials: N(=[N+]=[N-])[Si](C)(C)C (Azidotrimethylsilane), COC1=C(C=CC=C1)C1=CC=C2C=NC(=NN21)C#N (7-(2-Methoxy-phenyl)-pyrrolo[2,1-f][1,2,4]triazine-2-carbonitrile), C1(=CC=CC=C1)C (Toluene), C(CCC)[Sn](=O)CCCC (Dibutyloxostannane). Reaction conditions: temperature 90 celsius. Yields the product COC1=C(C=CC=C1)C1=CC=C2C=NC(=NN21)C2=NN=NN2 (7-(2-Methoxy-phenyl)-2-(1H-tetrazol-5-yl)-pyrrolo[2,1-f][1,2,4]triazine). As a reaction SMILES: [N:1]([Si](C)(C)C)=[N+:2]=[N-:3].[CH3:8][O:9][C:10]1[CH:15]=[CH:14][CH:13]=[CH:12][C:11]=1[C:16]1[N:24]2[C:19]([CH:20]=[N:21][C:22]([C:25]#[N:26])=[N:23]2)=[CH:18][CH:17]=1.C1(C)C=CC=CC=1.C([Sn](CCCC)=O)CCC>>[CH3:8][O:9][C:10]1[CH:15]=[CH:14][CH:13]=[CH:12][C:11]=1[C:16]1[N:24]2[C:19]([CH:20]=[N:21][C:22]([C:25]3[NH:26][N:3]=[N:2][N:1]=3)=[N:23]2)=[CH:18][CH:17]=1. Procedure details: Azidotrimethylsilane (0.250 mL, 1.88 mmol) was added to 7-(2-Methoxy-phenyl)-pyrrolo[2,1-f][1,2,4]triazine-2-carbonitrile (48.0 mg, 0.192 mmol) in Toluene (4.0 mL, 38 mmol) and Dibutyloxostannane (50.0 mg, 0.201 mmol) and heat at 90° C. for 4 h. Cool and conc. in vacuo, then purify by prep HPLC. The lyophilate was dissolved in MeOH, loaded onto a Phenomenex sulfonic acid resin, which was washed with MeOH and then the product eluted as the free base with 2M NH3 in MeOH. Conc. and reconc. from DCM... Product: CCOC(=O)CC1(Sc2cc(C(C)(C)C)c(O)c(C(C)(C)C)c2)CCN(C(=O)OC(C)(C)C)CC1. The reactants are CCOC(=O)C=C1CCN(C(=O)OC(C)(C)C)CC1, CC(C)(C)c1cc(S)cc(C(C)(C)C)c1O, C1CCNCC1, CCOC(C)=O. RXN SMILES: [C:17]([CH3:18])([CH3:19])([CH3:20])[O:21][C:22](=[O:23])[N:24]1[CH2:25][CH2:26][C:27](=[CH:30][C:31](=[O:32])[O:33][CH2:34][CH3:35])[CH2:28][CH2:29]1.[C:1]([CH3:2])([CH3:3])([CH3:4])[c:5]1[c:6]([OH:16])[c:7]([C:12]([CH3:13])([CH3:14])[CH3:15])[cH:8][c:9]([SH:11])[cH:10]1.[CH2:36]1[CH2:37][CH2:38][NH:39][CH2:40][CH2:41]1.[CH3:42][CH2:43][O:44][C:45](=[O:46])[CH3:47]>>[C:1]([CH3:2])([CH3:3])([CH3:4])[c:5]1[c:6]([OH:16])[c:7]([C:12]([CH3:13])([CH3:14])[CH3:15])[cH:8][c:9]([S:11][C:27]2([CH2:30][C:31](=[O:32])[O:33][CH2:34][CH3:35])[CH2:26][CH2:25][N:24]([C:22]([O:21][C:17]([CH3:18])([CH3:19])[CH3:20])=[O:23])[CH2:29][CH2:28]2)[cH:10]1. Reactants: COC1=C(C(=O)O)C=CC(=C1)N1C(OC[C@H]1C)=O ((R)-2-methoxy-4-(4-methyl-2-oxooxazolidin-3-yl)benzoic acid), Cl.CC=1C(=NC=C(C1)C)N1CCNCC1 (1-(3,5-dimethylpyridin-2-yl)piperazine hydrochloride). The product is Cl.CC=1C(=NC=C(C1)C)N1CCN(CC1)C(=O)C1=C(C=C(C=C1)N1C(OC[C@H]1C)=O)OC ((R)-3-{4-[4-(3,5-dimethylpyridin-2-yl)piperazine-1-carbonyl]-3-methoxyphenyl}-4-methyloxazolidin-2-one hydrochloride). The yield is 37.8%. As a reaction SMILES: [CH3:1][O:2][C:3]1[CH:11]=[C:10]([N:12]2[C@H:16]([CH3:17])[CH2:15][O:14][C:13]2=[O:18])[CH:9]=[CH:8][C:4]=1[C:5]([OH:7])=O.[ClH:19].[CH3:20][C:21]1[C:22]([N:28]2[CH2:33][CH2:32][NH:31][CH2:30][CH2:29]2)=[N:23][CH:24]=[C:25]([CH3:27])[CH:26]=1>>[ClH:19].[CH3:20][C:21]1[C:22]([N:28]2[CH2:29][CH2:30][N:31]([C:5]([C:4]3[CH:8]=[CH:9][C:10]([N:12]4[C@H:16]([CH3:17])[CH2:15][O:14][C:13]4=[O:18])=[CH:11][C:3]=3[O:2][CH3:1])=[O:7])[CH2:32][CH2:33]2)=[N:23][CH:24]=[C:25]([CH3:27])[CH:26]=1 |f:1.2,3.4|. Reported procedure: By reaction and treatment in the same manner as in Example 87 and using (R)-2-methoxy-4-(4-methyl-2-oxooxazolidin-3-yl)benzoic acid (1.1 g) described in Preparation Example 45 and 1-(3,5-dimethylpyridin-2-yl)piperazine hydrochloride (956 mg) described in Preparation Example 64, the title compound (731 mg) was obtained. Reactants: N\C(=C/C(=O)OCC)\C(F)(F)F (ethyl 3-amino-4,4,4-trifluorocrotonate), [H-].[Na+] (sodium hydride), ClC1=C(OC2=C(OCC(=O)OCC)C=CC=C2)C=C(C(=C1)F)NC(=O)OCC (ethyl [2-(2-chloro-4-fluoro-5-ethoxycarbonylaminophenoxy)phenoxy]acetate), Cl (hydrochloric acid), ice water. Solvent: CN(C=O)C (N,N-dimethylformamide), CN(C=O)C (N,N-dimethylformamide). Conditions: temperature 0 celsius. Product: ClC1=C(OC2=C(OCC(=O)OCC)C=CC=C2)C=C(C(=C1)F)N1C(NC(=CC1=O)C(F)(F)F)=O (ethyl [2-{2-chloro-5-[2,6-dioxo-4-(trifluoromethyl)-1,2,3,6-tetrahydropyrimidin-1-yl]-4-fluorophenoxy}phenoxy]acetate). RXN SMILES: [NH2:1]/[C:2](/[C:9]([F:12])([F:11])[F:10])=[CH:3]\[C:4]([O:6]CC)=O.[H-].[Na+].[Cl:15][C:16]1[CH:35]=[C:34]([F:36])[C:33]([NH:37][C:38](OCC)=[O:39])=[CH:32][C:17]=1[O:18][C:19]1[CH:31]=[CH:30][CH:29]=[CH:28][C:20]=1[O:21][CH2:22][C:23]([O:25][CH2:26][CH3:27])=[O:24].Cl>CN(C)C=O>[Cl:15][C:16]1[CH:35]=[C:34]([F:36])[C:33]([N:37]2[C:4](=[O:6])[CH:3]=[C:2]([C:9]([F:10])([F:11])[F:12])[NH:1][C:38]2=[O:39])=[CH:32][C:17]=1[O:18][C:19]1[CH:31]=[CH:30][CH:29]=[CH:28][C:20]=1[O:21][CH2:22][C:23]([O:25][CH2:26][CH3:27])=[O:24] |f:1.2|. Reported procedure: To ethyl 3-amino-4,4,4-trifluorocrotonate are added N,N-dimethylformamide and sodium hydride and the mixture is stirred at 0° C. Thereafter, to the reaction solution is added a mixture of ethyl [2-(2-chloro-4-fluoro-5-ethoxycarbonylaminophenoxy)phenoxy]acetate [Intermediate compound A8-23] and N,N-dimethylformamide, and the mixture is stirred at 80° C. Then reaction solution is cooled to room temperature, then, poured into a mixture of hydrochloric acid and ice water, and the deposited crystal i... Starting materials: [Br-], [Br-], [Br-], COc1ccn(C)n1, CO, [Na+], O=C([O-])O, O, c1cc[nH+]cc1, c1cc[nH+]cc1, c1cc[nH+]cc1. Yields the product COc1nn(C)cc1Br. Reaction SMILES: [Br-:10].[Br-:11].[Br-:9].[CH3:1][O:2][c:3]1[n:4][n:5]([CH3:8])[cH:6][cH:7]1.[CH3:35][OH:36].[Na+:34].[O-:30][C:31]([OH:32])=[O:33].[OH2:37].[nH+:12]1[cH:13][cH:14][cH:15][cH:16][cH:17]1.[nH+:18]1[cH:19][cH:20][cH:21][cH:22][cH:23]1.[nH+:24]1[cH:25][cH:26][cH:27][cH:28][cH:29]1>>[CH3:1][O:2][c:3]1[n:4][n:5]([CH3:8])[cH:6][c:7]1[Br:9]. Reactants: CO, COc1ccc(CNc2nn(CCCOC3CCCCO3)c(=O)c3ccc(C#N)cc23)cc1Cl, Cl. The product is COc1ccc(CNc2nn(CCCO)c(=O)c3ccc(C#N)cc23)cc1Cl. RXN SMILES: [CH3:36][OH:37].[Cl:2][c:3]1[cH:4][c:5]([CH2:6][NH:7][c:8]2[n:9][n:10]([CH2:21][CH2:22][CH2:23][O:24][CH:25]3[CH2:26][CH2:27][CH2:28][CH2:29][O:30]3)[c:11](=[O:20])[c:12]3[cH:13][cH:14][c:15]([C:18]#[N:19])[cH:16][c:17]23)[cH:31][cH:32][c:33]1[O:34][CH3:35].[ClH:1]>>[Cl:2][c:3]1[cH:4][c:5]([CH2:6][NH:7][c:8]2[n:9][n:10]([CH2:21][CH2:22][CH2:23][OH:24])[c:11](=[O:20])[c:12]3[cH:13][cH:14][c:15]([C:18]#[N:19])[cH:16][c:17]23)[cH:31][cH:32][c:33]1[O:34][CH3:35].